From a dataset of the Open Reaction Database (ORD), a public repository of structured organic reaction records. describe an organic reaction: reactants, conditions, products, and yield The reactants are CC(C)c1nc(-c2cccc(NS(=O)(=O)c3c(F)cccc3F)c2)c(-c2ccnc(Cl)n2)s1, Nc1ccc(F)c(-c2nc(N3CCOCC3)sc2-c2ccnc(Cl)n2)c1F, O=S(=O)(Cl)c1cc(F)ccc1F. Product: O=S(=O)(Nc1ccc(F)c(-c2nc(N3CCOCC3)sc2-c2ccnc(Cl)n2)c1F)c1cc(F)ccc1F. As a reaction SMILES: [Cl:1][c:2]1[n:3][c:4](-[c:5]2[s:6][c:7]([CH:8]([CH3:9])[CH3:10])[n:11][c:12]2-[c:13]2[cH:14][c:15]([NH:16][S:17]([c:18]3[c:19]([F:20])[cH:21][cH:22][cH:23][c:24]3[F:25])(=[O:26])=[O:27])[cH:28][cH:29][cH:30]2)[cH:31][cH:32][n:33]1.[Cl:34][c:35]1[n:36][cH:37][cH:38][c:39](-[c:41]2[c:42](-[c:52]3[c:53]([F:60])[c:54]([NH2:55])[cH:56][cH:57][c:58]3[F:59])[n:43][c:44]([N:46]3[CH2:47][CH2:48][O:49][CH2:50][CH2:51]3)[s:45]2)[n:40]1.[F:61][c:62]1[c:63]([S:69](=[O:70])(=[O:71])[Cl:72])[cH:64][c:65]([F:68])[cH:66][cH:67]1>>[Cl:34][c:35]1[n:36][cH:37][cH:38][c:39](-[c:41]2[c:42](-[c:52]3[c:53]([F:60])[c:54]([NH:55][S:69]([c:63]4[c:62]([F:61])[cH:67][cH:66][c:65]([F:68])[cH:64]4)(=[O:70])=[O:71])[cH:56][cH:57][c:58]3[F:59])[n:43][c:44]([N:46]3[CH2:47][CH2:48][O:49][CH2:50][CH2:51]3)[s:45]2)[n:40]1.